From a dataset of the Open Reaction Database (ORD), a public repository of structured organic reaction records. describe an organic reaction: reactants, conditions, products, and yield The reactants are [F-].C(CCC)[N+](CCCC)(CCCC)CCCC (tetra-n-butylammonium fluoride), solution, CO[C@@]([C@H](C#C[Si](C)(C)C)O)(CCCC)C ((3S,4R)-4-methoxy-4-methyl-1-trimethylsilyl-1-octyn-3-ol). The solvent is O1CCCC1 (tetrahydrofuran), O1CCCC1 (tetrahydrofuran). Reaction conditions: time 1 hour. Product: CO[C@@]([C@H](C#C)O)(CCCC)C ((3S,4R)-4-Methoxy-4-methyl-1-octyn-3-ol). Isolated yield 87.3%. RXN SMILES: [CH3:1][O:2][C@:3]([CH3:16])([CH2:12][CH2:13][CH2:14][CH3:15])[C@@H:4]([OH:11])[C:5]#[C:6][Si](C)(C)C.[F-].C([N+](CCCC)(CCCC)CCCC)CCC>O1CCCC1>[CH3:1][O:2][C@:3]([CH3:16])([CH2:12][CH2:13][CH2:14][CH3:15])[C@@H:4]([OH:11])[C:5]#[CH:6] |f:1.2|. Procedure details: Dissolve (3S,4R)-4-methoxy-4-methyl-1-trimethylsilyl-1-octyn-3-ol (90 mg, 0.37 mmol) in tetrahydrofuran (2 mL) and place under an argon atmosphere. Add, by dropwise addition, tetra-n-butylammonium fluoride (3.7 mL) of a 1M solution in tetrahydrofuran, 3.7 mmol). Stir for 1 hour at room temperature and partition between methylene chloride and water. Separate the organic phase, wash with saturated aqueous sodium chloride and dry (MgSO4). Evaporate the solvent in vacuo and purify by silica gel chro... Starting materials: CC(=O)O[BH-](OC(C)=O)OC(C)=O, Cn1ccc2c1CCn1ccnc1C2=C1CCNCC1, CC(=O)O, ClCCCl, O=C1CCN(C(=O)c2cc(C(F)(F)F)cc(C(F)(F)F)c2)C(Cc2ccccc2)C1, [K+], [K+], [Na+], O=C([O-])[O-], O. Yields the product Cn1ccc2c1CCn1ccnc1C2=C1CCN(C2CCN(C(=O)c3cc(C(F)(F)F)cc(C(F)(F)F)c3)C(Cc3ccccc3)C2)CC1. As a reaction SMILES: [C:1]([O:2][BH-:3]([O:4][C:5](=[O:6])[CH3:7])[O:8][C:9](=[O:10])[CH3:11])(=[O:12])[CH3:13].[CH3:45][n:46]1[cH:47][cH:48][c:49]2[c:55]1[CH2:54][CH2:53][n:52]1[c:51]([n:58][cH:57][cH:56]1)[C:50]2=[C:59]1[CH2:60][CH2:61][NH:62][CH2:63][CH2:64]1.[CH3:76][C:77](=[O:78])[OH:79].[Cl:71][CH2:72][CH2:73][Cl:74].[F:15][C:16]([c:17]1[cH:18][c:19]([C:20](=[O:21])[N:22]2[CH:23]([CH2:29][c:30]3[cH:31][cH:32][cH:33][cH:34][cH:35]3)[CH2:24][C:25](=[O:28])[CH2:26][CH2:27]2)[cH:36][c:37]([C:39]([F:40])([F:41])[F:42])[cH:38]1)([F:43])[F:44].[K+:65].[K+:66].[Na+:14].[O-:67][C:68]([O-:69])=[O:70].[OH2:75]>>[F:15][C:16]([c:17]1[cH:18][c:19]([C:20](=[O:21])[N:22]2[CH:23]([CH2:29][c:30]3[cH:31][cH:32][cH:33][cH:34][cH:35]3)[CH2:24][CH:25]([N:62]3[CH2:61][CH2:60][C:59](=[C:50]4[c:49]5[cH:48][cH:47][n:46]([CH3:45])[c:55]5[CH2:54][CH2:53][n:52]5[c:51]4[n:58][cH:57][cH:56]5)[CH2:64][CH2:63]3)[CH2:26][CH2:27]2)[cH:36][c:37]([C:39]([F:40])([F:41])[F:42])[cH:38]1)([F:43])[F:44]. The reactants are NC1=CC=C(C=C1)C=1C2CC2C(NN1)=O (2-(p-aminophenyl)-3,4-diaza-bicyclo[4.1.0]hept-2-en-5-one), C(CC)(=O)Cl (propionyl chloride), O (water). The solvent is C1(=CC=CC=C1)C (toluene). The product is C(CC)(=O)NC1=CC=C(C=C1)C=1C2CC2C(NN1)=O (2-(p-propionylaminophenyl)-3,4-diaza-bicyclo[4.1.0]hept-2-en-5-one), compound. Isolated yield 83.0%. As a reaction SMILES: [NH2:1][C:2]1[CH:7]=[CH:6][C:5]([C:8]2[CH:9]3[CH:11]([C:12](=[O:15])[NH:13][N:14]=2)[CH2:10]3)=[CH:4][CH:3]=1.[C:16](Cl)(=[O:19])[CH2:17][CH3:18].O>C1(C)C=CC=CC=1>[C:16]([NH:1][C:2]1[CH:3]=[CH:4][C:5]([C:8]2[CH:9]3[CH:11]([C:12](=[O:15])[NH:13][N:14]=2)[CH2:10]3)=[CH:6][CH:7]=1)(=[O:19])[CH2:17][CH3:18]. Reported procedure: 6.0 g (29.8 millimoles) of 2-(p-aminophenyl)-3,4-diaza-bicyclo[4.1.0]hept-2-en-5-one (see Example 9b), 4.2 g (45.4 millimoles) of propionyl chloride and 100 ml of anhydrous toluene are kept at 80° C. for 6 hours. The product is then filtered off at 10° C., washed first with toluene and then with water, and dried under reduced pressure at 50° C. 6.5 g (83% of theory) of 2-(p-propionylaminophenyl)-3,4-diaza-bicyclo[4.1.0]hept-2-en-5-one, hydrated with one mole of water per four moles of compound, ... Reactants: [CH3], Cc1ccn(Cc2ccc(Cl)c(Cl)c2)c(=O)c1C#N, O, O=S(=O)(O)O. Product: Cc1ccn(Cc2ccc(Cl)c(Cl)c2)c(=O)c1C(=O)O. As a reaction SMILES: [CH3:25].[Cl:1][c:2]1[cH:3][c:4]([CH2:5][n:6]2[c:7](=[O:15])[c:8]([C:13]#[N:14])[c:9]([CH3:12])[cH:10][cH:11]2)[cH:16][cH:17][c:18]1[Cl:19].[OH2:26].[S:20]([OH:21])(=[O:22])(=[O:23])[OH:24]>>[Cl:1][c:2]1[cH:3][c:4]([CH2:5][n:6]2[c:7](=[O:15])[c:8]([C:13]([OH:21])=[O:26])[c:9]([CH3:12])[cH:10][cH:11]2)[cH:16][cH:17][c:18]1[Cl:19]. The reactants are O=C(C=Cc1ccn(S(=O)(=O)c2ccc(Br)cc2)c1)NOC1CCCCO1, CC(C)(C)OC(=O)Nc1ccc(B2OC(C)(C)C(C)(C)O2)cn1, [Na+], [Na+], O=C([O-])[O-], O. Yields the product CC(C)(C)OC(=O)Nc1ccc(-c2ccc(S(=O)(=O)n3ccc(C=CC(=O)NOC4CCCCO4)c3)cc2)cn1. Reaction SMILES: [Br:1][c:2]1[cH:3][cH:4][c:5]([S:8](=[O:9])(=[O:10])[n:11]2[cH:12][c:13]([CH:16]=[CH:17][C:18](=[O:19])[NH:20][O:21][CH:22]3[O:23][CH2:24][CH2:25][CH2:26][CH2:27]3)[cH:14][cH:15]2)[cH:6][cH:7]1.[C:28]([CH3:29])([CH3:30])([CH3:31])[O:32][C:33]([NH:34][c:35]1[n:36][cH:37][c:38]([B:41]2[O:42][C:43]([CH3:44])([CH3:45])[C:46]([CH3:47])([CH3:48])[O:49]2)[cH:39][cH:40]1)=[O:50].[Na+:51].[Na+:52].[O-:53][C:54](=[O:55])[O-:56].[OH2:57]>>[c:2]1(-[c:38]2[cH:37][n:36][c:35]([NH:34][C:33]([O:32][C:28]([CH3:29])([CH3:30])[CH3:31])=[O:50])[cH:40][cH:39]2)[cH:3][cH:4][c:5]([S:8](=[O:9])(=[O:10])[n:11]2[cH:12][c:13]([CH:16]=[CH:17][C:18](=[O:19])[NH:20][O:21][CH:22]3[O:23][CH2:24][CH2:25][CH2:26][CH2:27]3)[cH:14][cH:15]2)[cH:6][cH:7]1. Reactants: Cc1ccc(O)cc1C, Cc1ccccc1, CCOC(C)=O, O, Cc1cc(CO)c(C)cc1O, Cc1ccc(S(=O)(=O)O)cc1. The product is Cc1cc(O)c(Cc2cc(C)c(O)cc2C)cc1C. Reaction SMILES: [CH3:12][c:13]1[cH:14][cH:15][c:16]([OH:17])[cH:18][c:19]1[CH3:20].[CH3:21][c:22]1[cH:23][cH:24][cH:25][cH:26][cH:27]1.[CH3:40][CH2:41][O:42][C:43](=[O:44])[CH3:45].[OH2:39].[OH:28][CH2:29][c:30]1[cH:31][c:32]([CH3:38])[c:33]([OH:37])[cH:34][c:35]1[CH3:36].[c:1]1([CH3:2])[cH:3][cH:4][c:5]([S:6]([OH:7])(=[O:8])=[O:9])[cH:10][cH:11]1>>[CH3:12][c:13]1[cH:14][c:15]([CH2:29][c:30]2[cH:31][c:32]([CH3:38])[c:33]([OH:37])[cH:34][c:35]2[CH3:36])[c:16]([OH:17])[cH:18][c:19]1[CH3:20]. The reactants are ClC1=C(C=CC(=C1)F)S (2-chloro-4-fluorobenzenethiol), C([O-])([O-])=O.[K+].[K+] (potassium carbonate), CI (CH3I). The solvent is O (water), CN(C)C=O (DMF). Conditions: time 8 hour. Product: ClC1=C(C=CC(=C1)F)SC ((2-chloro-4-fluorophenyl)(methyl)sulfane). Isolated yield 101.6%. RXN SMILES: [Cl:1][C:2]1[CH:7]=[C:6]([F:8])[CH:5]=[CH:4][C:3]=1[SH:9].[C:10](=O)([O-])[O-].[K+].[K+].CI>CN(C=O)C.O>[Cl:1][C:2]1[CH:7]=[C:6]([F:8])[CH:5]=[CH:4][C:3]=1[S:9][CH3:10] |f:1.2.3|. Procedure: To a stirred mixture of 2-chloro-4-fluorobenzenethiol (65 g, 0.403 mol) and potassium carbonate (54 g, 0.39 mol) in DMF (450 mL) was added drop wise CH3I (24.96 mL, 0.442 mol) at room temperature and the mixture was stirred overnight. The reaction mixture was diluted with water (200 mL) and extracted with ethyl ether (150 mL×3), the combined organic phases were dried over Na2SO4 and evaporated under reduced pressure to give (2-chloro-4-fluorophenyl)(methyl)sulfane (70 g, 98%) as a yellow liquid.... Starting materials: C12C(OC(C=C1)C2)C(=O)OCCO (2-hydroxyethyl oxabicyclo[2,2,1]hept-5-ene-2-carboxylate), C12C(CC(C=C1)C2)C(=O)OC(C)(C)C (t-butyl 5-norbornene-2-carboxylate), C12C(C(C(C=C1)C2)C(=O)O)C(=O)O (5-norbornene-2,3-dicarboxylic acid), C1(\C=C/C(=O)O1)=O (maleic anhydride), 2,2-azobisisobutyonitrile. The solvent is O1CCCC1 (tetrahydrofuran). Product: C12C(OC(C=C1)C2)C(=O)OCCO.C12C(CC(C=C1)C2)C(=O)OC(C)(C)C.C12C(C(C(C=C1)C2)C(=O)O)C(=O)O.C1(\C=C/C(=O)O1)=O (2-hydroxyethyl oxabicyclo[2,2,1]hept-5-ene-2-carboxylate t-butyl 5-norbornene-2-carboxylate 5-norbornene-2,3-dicarboxylic acid maleic anhydride). The yield is 266.1%. RXN SMILES: [CH:1]12[CH2:7][CH:4]([CH:5]=[CH:6]1)[O:3][CH:2]2[C:8]([O:10][CH2:11][CH2:12][OH:13])=[O:9].[CH:14]12[CH2:20][CH:17]([CH:18]=[CH:19]1)[CH2:16][CH:15]2[C:21]([O:23][C:24]([CH3:27])([CH3:26])[CH3:25])=[O:22].[CH:28]12[CH2:34][CH:31]([CH:32]=[CH:33]1)[CH:30]([C:35]([OH:37])=[O:36])[CH:29]2[C:38]([OH:40])=[O:39].[C:41]1(=[O:47])[O:46][C:44](=[O:45])[CH:43]=[CH:42]1>O1CCCC1>[CH:1]12[CH2:7][CH:4]([CH:5]=[CH:6]1)[O:3][CH:2]2[C:8]([O:10][CH2:11][CH2:12][OH:13])=[O:9].[CH:14]12[CH2:20][CH:17]([CH:18]=[CH:19]1)[CH2:16][CH:15]2[C:21]([O:23][C:24]([CH3:27])([CH3:26])[CH3:25])=[O:22].[CH:28]12[CH2:34][CH:31]([CH:32]=[CH:33]1)[CH:30]([C:35]([OH:37])=[O:36])[CH:29]2[C:38]([OH:40])=[O:39].[C:44]1(=[O:45])[O:46][C:41](=[O:47])[CH:42]=[CH:43]1 |f:5.6.7.8|. Reported procedure: 2-hydroxyethyl oxabicyclo[2,2,1]hept-5-ene-2-carboxylate (0.1 mol), t-butyl 5-norbornene-2-carboxylate (0.85 mol), 5-norbornene-2,3-dicarboxylic acid (0.05 mol) and maleic anhydride (1 mol) were dissolved in a tetrahydrofuran solvent (200 g). 2,2-azobisisobutyonitrile (5.84 g) was added, and the solution was mixed. The solution was polymerized at a temperature of 67° C. in a nitrogen atmosphere for 10 hours. After the polymerization reaction was completed, the polymer was precipitated in an ethy...